Dataset: the Open Reaction Database (ORD), a public repository of structured organic reaction records. Task: describe an organic reaction: reactants, conditions, products, and yield As a reaction SMILES: [CH2:1]([O:3][C:4](=[O:11])[CH:5](Cl)[C:6]([CH2:8][Cl:9])=O)[CH3:2].[CH2:12]([C:14](=[CH2:17])[CH:15]=O)[CH3:13].S(=O)(=O)([O-])[NH2:19].[NH4+]>C(O)C>[Cl:9][CH2:8][C:6]1[N:19]=[CH:15][C:14]([CH2:12][CH3:13])=[CH:17][C:5]=1[C:4]([O:3][CH2:1][CH3:2])=[O:11] |f:2.3|. Procedure details: A solution of 61 g of ethyl-2,4-dichloroacetoacetate (0.306 mol) and 30 g of 2-ethylacrolein (0.357 mol) in 500 mL of absolute ethanol is mixed with 85.5 g of ammonium sulfamate (0.75 mol), and the stirred mixture is heated at reflux for 90 minutes. The reaction is concentrated in vacuo and the residue is partitioned between ethyl acetate and water. The organic phase is concentrated in vacuo, and the residue is chromatographed on silica gel using hexane-ethyl acetate mixtures to give 50 g of cru... Reactants: C(C)OC(C(C(=O)CCl)Cl)=O (ethyl-2,4-dichloroacetoacetate), C(C)C(C=O)=C (2-ethylacrolein), S(N)([O-])(=O)=O.[NH4+] (ammonium sulfamate). Isolated yield 43.1%. The solvent is C(C)O (ethanol). Product: ClCC1=C(C(=O)OCC)C=C(C=N1)CC (ethyl 2-chloromethyl-5-ethylnicotinate). Reactants: CN1C=CC2=CC(=CC=C12)SC1=C(C(=C(C=C1)\C=C\C(=O)N1CCC(CC1)C(=O)OCC)Cl)Cl ((1-Methylindol-5-yl)[2,3-dichloro-4-(E-((4-carboethoxypiperidin-1-yl) carbonyl)ethenyl)phenyl]sulfide), [OH-].[K+] (KOH), [OH-].[Na+] (NaOH). Product: CN1C=CC2=CC(=CC=C12)SC1=C(C(=C(C=C1)\C=C\C(=O)N1CCC(CC1)C(=O)O)Cl)Cl ((1-Methylindol-5-yl)[2,3-dichloro-4-(E-((4-carboxypiperidin-1-yl)carbonyl)ethenyl) phenyl]sulfide). RXN SMILES: [CH3:1][N:2]1[C:10]2[C:5](=[CH:6][C:7]([S:11][C:12]3[CH:17]=[CH:16][C:15](/[CH:18]=[CH:19]/[C:20]([N:22]4[CH2:27][CH2:26][CH:25]([C:28]([O:30]CC)=[O:29])[CH2:24][CH2:23]4)=[O:21])=[C:14]([Cl:33])[C:13]=3[Cl:34])=[CH:8][CH:9]=2)[CH:4]=[CH:3]1.[OH-].[K+].[OH-].[Na+]>>[CH3:1][N:2]1[C:10]2[C:5](=[CH:6][C:7]([S:11][C:12]3[CH:17]=[CH:16][C:15](/[CH:18]=[CH:19]/[C:20]([N:22]4[CH2:23][CH2:24][CH:25]([C:28]([OH:30])=[O:29])[CH2:26][CH2:27]4)=[O:21])=[C:14]([Cl:33])[C:13]=3[Cl:34])=[CH:8][CH:9]=2)[CH:4]=[CH:3]1 |f:1.2,3.4|. Reported procedure: The title compound was prepared by the procedures described in Example 155, substituting the ethyl ester from Example 137 with ethyl ester from Example 339, and KOH with NaOH, to give a white solid. 1H NMR (d6-DMSO, 300 MHz) δ 1.31-1.53 (m, 2H), 1.62-1.76 (m, 2H), 1.94-2.09 (m, 1H), 2.88 (brt, J=10.5 Hz, 1H), 3.13 (brt, J=10.5 Hz, 1H), 3.86 (s, 3H), 3.93 (br d, J=13.2 Hz, 1H), 4.09 (br d, J=13.2 Hz, 1H), 6.41 (d, J=8.7 Hz, 1H), 6.53 (dd, J=0.9, 3.0 Hz, 1H), 7.04 (d, J=15.3 Hz, 1H), 7.32 (dd, J=2...